Dataset: the Open Reaction Database (ORD), a public repository of structured organic reaction records. Task: describe an organic reaction: reactants, conditions, products, and yield Reactants: ClC1=CC(=CC=C1)C(=O)OO (m-chloroperbenzoic acid), C1(=CN2CCCC3=CC=CC1=C23)[C@@H]2C(N(C([C@H]2C2=CNC3=CC=CC=C23)=O)CO)=O ((±)-Trans-3-(5,6-Dihydro-4H-pyrrolo[3,2,1-ij]quinolin-1-yl)-1-hydroxymethyl-4-(1H-indol-3-yl)-pyrrolidine-2,5-dione), C(C1=CC=CC=C1)OP(OCC1=CC=CC=C1)(=O)N (dibenzylphosphoramidate), N1N=NN=C1 (tetrazole). The solvent is ClCCl (dichloromethane), O1CCCC1 (tetrahydrofuran). Conditions: time 20 minute. Yields the product C1(=CN2CCCC3=CC=CC1=C23)[C@@H]2C(N(C([C@H]2C2=CNC3=CC=CC=C23)=O)COP(OCC2=CC=CC=C2)(OCC2=CC=CC=C2)=O)=O (phosphoric acid dibenzyl ester trans-3-(5,6-dihydro-4H-pyrrolo[3,2,1-ij]quinolin-1-yl)-4-(1H-indol-3-yl)-2,5-dioxo-pyrrolidin-1-ylmethyl ester). Reaction SMILES: [C:1]1([C@H:13]2[C@H:17]([C:18]3[C:26]4[C:21](=[CH:22][CH:23]=[CH:24][CH:25]=4)[NH:20][CH:19]=3)[C:16](=[O:27])[N:15]([CH2:28][OH:29])[C:14]2=[O:30])[C:11]2=[C:12]3[C:7](=[CH:8][CH:9]=[CH:10]2)[CH2:6][CH2:5][CH2:4][N:3]3[CH:2]=1.[CH2:31]([O:38][P:39](N)(=[O:48])[O:40][CH2:41][C:42]1[CH:47]=[CH:46][CH:45]=[CH:44][CH:43]=1)[C:32]1[CH:37]=[CH:36][CH:35]=[CH:34][CH:33]=1.N1C=NN=N1.ClC1C=CC=C(C(OO)=O)C=1>O1CCCC1.ClCCl>[C:1]1([C@H:13]2[C@H:17]([C:18]3[C:26]4[C:21](=[CH:22][CH:23]=[CH:24][CH:25]=4)[NH:20][CH:19]=3)[C:16](=[O:27])[N:15]([CH2:28][O:29][P:39](=[O:48])([O:40][CH2:41][C:42]3[CH:47]=[CH:46][CH:45]=[CH:44][CH:43]=3)[O:38][CH2:31][C:32]3[CH:37]=[CH:36][CH:35]=[CH:34][CH:33]=3)[C:14]2=[O:30])[C:11]2=[C:12]3[C:7](=[CH:8][CH:9]=[CH:10]2)[CH2:6][CH2:5][CH2:4][N:3]3[CH:2]=1. Reported procedure: (±)-Trans-3-(5,6-Dihydro-4H-pyrrolo[3,2,1-ij]quinolin-1-yl)-1-hydroxymethyl-4-(1H-indol-3-yl)-pyrrolidine-2,5-dione (0.06 g) in anhydrous tetrahydrofuran (5 ml) was treated with dibenzylphosphoramidate (0.156 ml, 3.5 equivalents) followed by the addition of tetrazole (3% solution in acetonitrile, 2 ml). The reaction mixture was stirred at room temperature for 20 min and cooled to −78° C. A solution of m-chloroperbenzoic acid (70%, 0.162 g) in dichloromethane (2 ml) was added at −78° C. After 5 m... Starting materials: BrB(Br)Br, O=C([O-])O, CO, COC(=O)Cc1ccccc1Oc1cccc(OC)c1, ClCCl, [Na+], O. The product is COC(=O)Cc1ccccc1Oc1cccc(O)c1. Reaction SMILES: [B:1]([Br:2])([Br:3])[Br:4].[C:27](=[O:28])([OH:29])[O-:30].[CH3:25][OH:26].[CH3:5][O:6][c:7]1[cH:8][c:9]([O:10][c:11]2[c:12]([CH2:17][C:18](=[O:19])[O:20][CH3:21])[cH:13][cH:14][cH:15][cH:16]2)[cH:22][cH:23][cH:24]1.[Cl:32][CH2:33][Cl:34].[Na+:31].[OH2:35]>>[OH:6][c:7]1[cH:8][c:9]([O:10][c:11]2[c:12]([CH2:17][C:18](=[O:19])[O:20][CH3:21])[cH:13][cH:14][cH:15][cH:16]2)[cH:22][cH:23][cH:24]1. Reactants: C1CCOC1, COC(=O)C1CN(S(=O)(=O)c2cc3ccc(Cl)cc3s2)CC(=O)N1Cc1ccc2c(N)ncnc2c1, CO, O. Yields the product Nc1ncnc2cc(CN3C(=O)CN(S(=O)(=O)c4cc5ccc(Cl)cc5s4)CC3C(=O)O)ccc12. RXN SMILES: [CH2:37]1[O:38][CH2:39][CH2:40][CH2:41]1.[CH3:1][O:2][C:3](=[O:4])[CH:5]1[N:6]([CH2:25][c:26]2[cH:27][cH:28][c:29]3[c:30]([NH2:36])[n:31][cH:32][n:33][c:34]3[cH:35]2)[C:7](=[O:24])[CH2:8][N:9]([S:11](=[O:12])(=[O:13])[c:14]2[cH:15][c:16]3[c:17]([s:18]2)[cH:19][c:20]([Cl:23])[cH:21][cH:22]3)[CH2:10]1.[CH3:42][OH:43].[OH2:44]>>[O:2]=[C:3]([OH:4])[CH:5]1[N:6]([CH2:25][c:26]2[cH:27][cH:28][c:29]3[c:30]([NH2:36])[n:31][cH:32][n:33][c:34]3[cH:35]2)[C:7](=[O:24])[CH2:8][N:9]([S:11](=[O:12])(=[O:13])[c:14]2[cH:15][c:16]3[c:17]([s:18]2)[cH:19][c:20]([Cl:23])[cH:21][cH:22]3)[CH2:10]1.